From a dataset of the Open Reaction Database (ORD), a public repository of structured organic reaction records. describe an organic reaction: reactants, conditions, products, and yield Reactants: COCCO (2-methoxyethanol), CCOC(=O)/N=N/C(=O)OCC (DEAD), C1(=CC=CC=C1)P(C1=CC=CC=C1)C1=CC=CC=C1 (triphenylphosphine), NC=1C=C2C=CC=C(C2=CC1)O (6-Aminonaphthalen-1-ol). Solvent: C1CCOC1 (THF). Conditions: time 4 hour. Product: COCCOC1=C2C=CC(=CC2=CC=C1)N (5-(2-methoxyethoxy)naphthalen-2-ylamine). Yield: 219.2%. As a reaction SMILES: [NH2:1][C:2]1[CH:3]=[C:4]2[C:9](=[CH:10][CH:11]=1)[C:8]([OH:12])=[CH:7][CH:6]=[CH:5]2.[CH3:13][O:14][CH2:15][CH2:16]O.CCOC(/N=N/C(OCC)=O)=O.C1(P(C2C=CC=CC=2)C2C=CC=CC=2)C=CC=CC=1>C1COCC1>[CH3:13][O:14][CH2:15][CH2:16][O:12][C:8]1[CH:7]=[CH:6][CH:5]=[C:4]2[C:9]=1[CH:10]=[CH:11][C:2]([NH2:1])=[CH:3]2. Procedure details: 6-Aminonaphthalen-1-ol (100 mg, 0.63 mmol) was dissolved in THF (6 mL), and 2-methoxyethanol (96 mg, 1.26 mmol), DEAD (635 μL, 1.26 mmol), and triphenylphosphine (330 mg, 1.26 mmol) were added thereto. The resulting mixture was stirred at room temperature for 4 hours and then concentrated. The residue was purified by silica-gel column chromatography (n-hexane:ethyl acetate=5:1) to give 5-(2-methoxyethoxy)naphthalen-2-ylamine (300 mg, quantitative) as a wax-like material. Starting materials: S(O)(O)(=O)=O (Sulfuric acid), BrC1=CC=C(C=C1)OC (4-bromoanisole), O (water), ClCC(=C)C (3-chloro-2-methyl propene). Solvent: ClCCl (dichloromethane). Product: BrC1=CC(=C(C=C1)OC)C(CCl)(C)C (4-bromo-2-(2-chloro-1,1-dimethyl-ethyl)-1-methoxy-benzene). Reaction SMILES: S(=O)(=O)(O)O.[Br:6][C:7]1[CH:12]=[CH:11][C:10]([O:13][CH3:14])=[CH:9][CH:8]=1.O.[Cl:16][CH2:17][C:18]([CH3:20])=[CH2:19]>ClCCl>[Br:6][C:7]1[CH:12]=[CH:11][C:10]([O:13][CH3:14])=[C:9]([C:18]([CH3:20])([CH3:19])[CH2:17][Cl:16])[CH:8]=1. Procedure: Sulfuric acid (2 mL, 0.033 mol) was added dropwise under argon to 4-bromoanisole (14.6 mL, 0.117 mol). The mixture was warmed to 40–43° C. (warm water bath) and 3-chloro-2-methyl propene was added dropwise in 4 equal portions over 2 hrs. After 2 hrs at 40–43° C. the solution was diluted with dichloromethane and washed successively with water, saturated aqueous NaHCO3, water and brine, dried (MgSO4), filtered and evaporated. The residue was crystallized from hexanes to give 14.1 g of 4-bromo-2-(2... The reactants are CO, N, Cc1cn(C(=O)C(OC(=O)c2ccccc2)C(CO)OCP(=O)(OC(C)C)OC(C)C)c(=O)[nH]c1=O. Yields the product Cc1cn(C(=O)C(O)C(CO)OCP(=O)(OC(C)C)OC(C)C)c(=O)[nH]c1=O. As a reaction SMILES: [CH3:38][OH:39].[NH3:37].[n:1]1([C:10](=[O:11])[CH:12]([O:13][C:14](=[O:15])[c:16]2[cH:17][cH:18][cH:19][cH:20][cH:21]2)[CH:22]([O:23][CH2:24][P:25](=[O:26])([O:27][CH:28]([CH3:29])[CH3:30])[O:31][CH:32]([CH3:33])[CH3:34])[CH2:35][OH:36])[c:2](=[O:3])[nH:4][c:5](=[O:6])[c:7]([CH3:8])[cH:9]1>>[n:1]1([C:10](=[O:11])[CH:12]([OH:13])[CH:22]([O:23][CH2:24][P:25](=[O:26])([O:27][CH:28]([CH3:29])[CH3:30])[O:31][CH:32]([CH3:33])[CH3:34])[CH2:35][OH:36])[c:2](=[O:3])[nH:4][c:5](=[O:6])[c:7]([CH3:8])[cH:9]1. Starting materials: [N+](=O)(O)[O-] (HNO3), NaNO3, CC1=C(C=C(C=C1)[N+](=O)[O-])O (2-methyl-5-nitrophenol). Solvent: O (H2O), O (H2O). Reaction conditions: time 4 hour. Yields the product CC1=C(C=C(C(=C1)[N+](=O)[O-])[N+](=O)[O-])O (2-methyl-4,5-dinitrophenol). Reaction SMILES: [N+:1]([O-:4])([OH:3])=O.[CH3:5][C:6]1[CH:11]=[CH:10][C:9]([N+:12]([O-:14])=[O:13])=[CH:8][C:7]=1[OH:15]>O>[CH3:5][C:6]1[CH:11]=[C:10]([N+:1]([O-:4])=[O:3])[C:9]([N+:12]([O-:14])=[O:13])=[CH:8][C:7]=1[OH:15]. Procedure: A solution of HNO3 (27 mL, 70% solution) and H2O (14 mL) was cooled using an ice bath and 2-methyl-5-nitrophenol (10 g, 65 mmol) was added slowly, followed by NaNO3 (90 mg, 1.3 mmol). The reaction was stirred and warmed to RT. After 4 h, H2O was added and the reaction was filtered to collect a yellow solid. This yellow solid was purified by titration with CH2Cl2 to yield the title compound as a solid that is 98% the desired isomer. The reactants are [Si](C)(C)(C(C)(C)C)O[C@@H]1C=C2C=C[C@@H]([C@@H]([C@H]2[C@H](C1)O)CC[C@@H]1C[C@H](CC(O1)=O)O[Si](C)(C)C(C)(C)C)C ((4R,6R)-6-{2-[(1S,2S.6S.8S.8aR)-1,2,6,7,8,8a-Hexahydro-6-t-butyldimethylsilyloxy-8-hydroxy-2-methyl-1-naphthyl]ethyl}tetrahydro-4-t-butyldimethylsilyloxy-2H-pyran-2-one), C(C=C)C(C(=O)Cl)(CC=C)C (2-allyl-2-methyl-4-pentenoyl chloride). Product: [Si](C)(C)(C(C)(C)C)O[C@@H]1C=C2C=C[C@@H]([C@@H]([C@H]2[C@H](C1)OC(C(CC=C)(C)CC=C)=O)CC[C@@H]1C[C@H](CC(O1)=O)O[Si](C)(C)C(C)(C)C)C ((4R,6R)-6-{2-[(1S,2S,6S,8S,8aR)-1,2,6,7,8,8a-Hexahydro-6-t-butyldimethylsilyloxy-8-(2-allyl-2-methyl-4-pentenoyloxy)-2-methyl-1-naphthyl]ethyl}tetrahydro-4-t-butyldimethylsilyloxy-2H -pyran-2-one). The yield is 86.1%. RXN SMILES: [Si:1]([O:8][C@H:9]1[CH2:18][C@H:17]([OH:19])[C@H:16]2[C:11]([CH:12]=[CH:13][C@H:14]([CH3:37])[C@@H:15]2[CH2:20][CH2:21][C@H:22]2[O:27][C:26](=[O:28])[CH2:25][C@H:24]([O:29][Si:30]([C:33]([CH3:36])([CH3:35])[CH3:34])([CH3:32])[CH3:31])[CH2:23]2)=[CH:10]1)([C:4]([CH3:7])([CH3:6])[CH3:5])([CH3:3])[CH3:2].[CH2:38]([C:41]([CH3:48])([CH2:45][CH:46]=[CH2:47])[C:42](Cl)=[O:43])[CH:39]=[CH2:40]>>[Si:1]([O:8][C@H:9]1[CH2:18][C@H:17]([O:19][C:42](=[O:43])[C:41]([CH2:45][CH:46]=[CH2:47])([CH3:48])[CH2:38][CH:39]=[CH2:40])[C@H:16]2[C:11]([CH:12]=[CH:13][C@H:14]([CH3:37])[C@@H:15]2[CH2:20][CH2:21][C@H:22]2[O:27][C:26](=[O:28])[CH2:25][C@H:24]([O:29][Si:30]([C:33]([CH3:36])([CH3:35])[CH3:34])([CH3:31])[CH3:32])[CH2:23]2)=[CH:10]1)([C:4]([CH3:5])([CH3:6])[CH3:7])([CH3:3])[CH3:2]. Procedure details: A procedure similar to that described in Example 4, above, was followed, but using 2.0 g (3.6 mmol) of (4R,6R)-6-{2-[(1S,2S,6S,8S,8aR)-1, 1,2,6,7,8,8a-hexahydro-6-t-butyldimethylsilyloxy-8-hydroxy-2-methyl-1-naphthyl]ethyl}tetrahydro-4-t-butyldimethylsilyloxy-2H-pyran-2-one [prepared as described in Example B, above] and 1.26 g (7.3 mmol) of 2-allyl-2-methyl-4-pentenoyl chloride, to provide 2.13 g of the title compound. Reactants: FC1=C(CN2C(=NC3=C2C=CC=C3C(=O)OC)C3=C(C=CC=C3F)F)C(=CC=C1)F (methyl 1-(2,6-difluorobenzyl)-2-(2,6-difluorophenyl)benzimidazole-4-carboxylate), [Al](C)(C)N (AlMe2NH2). The solvent is C=1(C(=CC=CC1)C)C (xylene). Yields the product FC1=C(CN2C(=NC3=C2C=CC=C3C#N)C3=C(C=CC=C3F)F)C(=CC=C1)F (1-(2,6-Difluorobenzyl)-2-(2,6-difluorophenyl)- benzimidazole-4-carbonitrile). Yield: 61.0%. RXN SMILES: [F:1][C:2]1[CH:29]=[CH:28][CH:27]=[C:26]([F:30])[C:3]=1[CH2:4][N:5]1[C:9]2[CH:10]=[CH:11][CH:12]=[C:13]([C:14](OC)=O)[C:8]=2[N:7]=[C:6]1[C:18]1[C:23]([F:24])=[CH:22][CH:21]=[CH:20][C:19]=1[F:25].[Al]([NH2:34])(C)C>C1(C)C(C)=CC=CC=1>[F:1][C:2]1[CH:29]=[CH:28][CH:27]=[C:26]([F:30])[C:3]=1[CH2:4][N:5]1[C:9]2[CH:10]=[CH:11][CH:12]=[C:13]([C:14]#[N:34])[C:8]=2[N:7]=[C:6]1[C:18]1[C:23]([F:24])=[CH:22][CH:21]=[CH:20][C:19]=1[F:25]. Reported procedure: To methyl 1-(2,6-difluorobenyl)-2-(2,6-difluorophenyl)benzimidazole-4-carboxylate (Example 102) (1.02 g, 2.46 mmol) suspended in xylene (60 mL) was added freshly prepared 1.0 M AlMe2NH2 (20 mL). After 3 h at reflux, the reaction was concentrated. The residue was redissolved in CH2Cl2 and washed with NaHSO4 (10% soln), NaHCO3 (sat. aq) and NaCl (sat. aq). The combined washings were dried (Na2SO4), filtered and concentrated. The crude product was purified by flash chromatography eluting with 2% me...